Dataset: the Open Reaction Database (ORD), a public repository of structured organic reaction records. Task: describe an organic reaction: reactants, conditions, products, and yield Reactants: FC1=CC(=C(C=C1)N1CCN(CC1)CCCNC(=O)C=1C(=NOC1C)C1=CC=CC=C1)C (N-[3-[4-(4-Fluoro-2-methylphenyl)-1-piperazinyl]propyl]-5-methyl-3-phenylisoxazole-4-carboxamide), ClC1=CC(=C(N)C=C1)C (4-chloro-2-methylaniline). Yields the product ClC1=CC(=C(C=C1)N1CCNCC1)C (1-(4-Chloro-2-methylphenyl)piperazine). The yield is 73.0%. As a reaction SMILES: F[C:2]1[CH:7]=[CH:6][C:5]([N:8]2[CH2:13][CH2:12][N:11](CCCNC(C3C(C4C=CC=CC=4)=NOC=3C)=O)[CH2:10][CH2:9]2)=[C:4]([CH3:32])[CH:3]=1.[Cl:33]C1C=CC(N)=C(C)C=1>>[Cl:33][C:2]1[CH:7]=[CH:6][C:5]([N:8]2[CH2:13][CH2:12][NH:11][CH2:10][CH2:9]2)=[C:4]([CH3:32])[CH:3]=1. Reported procedure: The title compound was prepared following the method described for the Compound 31A of Example 31 but starting from 4-chloro-2-methylaniline instead of 4-fluoro-2-methylaniline. Purification by flash chromatography (chloroform-2N ammonia in methanol 100:3 to 100:5) afforded the title compound (73%) as an oil. The reactants are CCCCC(=O)Cl, CCOC(C)=O, CC(C)C(NCc1ccc(-c2ccccc2-c2nnn[nH]2)cc1)C(=O)O, COCCOC, [Na+], [Na+], O=C([O-])[O-], c1ccncc1. Product: CCCCC(=O)N(Cc1ccc(-c2ccccc2-c2nnn[nH]2)cc1)C(C(=O)O)C(C)C. Reaction SMILES: [C:27]([CH2:28][CH2:29][CH2:30][CH3:31])(=[O:32])[Cl:33].[CH2:52]([O:53][C:54](=[O:55])[CH3:56])[CH3:57].[CH3:1][CH:2]([CH:3]([C:4](=[O:5])[OH:6])[NH:7][CH2:8][c:9]1[cH:10][cH:11][c:12](-[c:15]2[c:16](-[c:21]3[n:22][n:23][n:24][nH:25]3)[cH:17][cH:18][cH:19][cH:20]2)[cH:13][cH:14]1)[CH3:26].[CH3:46][O:47][CH2:48][CH2:49][O:50][CH3:51].[Na+:40].[Na+:41].[O-:42][C:43](=[O:44])[O-:45].[cH:34]1[cH:35][cH:36][n:37][cH:38][cH:39]1>>[CH3:1][CH:2]([CH:3]([C:4](=[O:5])[OH:6])[N:7]([CH2:8][c:9]1[cH:10][cH:11][c:12](-[c:15]2[c:16](-[c:21]3[nH:22][n:23][n:24][n:25]3)[cH:17][cH:18][cH:19][cH:20]2)[cH:13][cH:14]1)[C:27]([CH2:28][CH2:29][CH2:30][CH3:31])=[O:32])[CH3:26].